Dataset: the Open Reaction Database (ORD), a public repository of structured organic reaction records. Task: describe an organic reaction: reactants, conditions, products, and yield Reactants: Cl.NCCC1=CNC2=CC=CC=C12 (tryptamine hydrochloride), C(C1=CN=CC=C1)(=O)O (nicotinic acid), C1(CCCCC1)N=C=NC1CCCCC1 (dicyclohexylcarbodiimide). The solvent is N1=CC=CC=C1 (pyridine). Conditions: time 24 hour. Product: N1C=C(C2=CC=CC=C12)CCNC(C1=CN=CC=C1)=O (N-[2-(3-indolyl)ethyl]nicotinamide). The yield is 72.4%. As a reaction SMILES: Cl.[NH2:2][CH2:3][CH2:4][C:5]1[C:13]2[C:8](=[CH:9][CH:10]=[CH:11][CH:12]=2)[NH:7][CH:6]=1.[C:14](O)(=[O:21])[C:15]1[CH:20]=[CH:19][CH:18]=[N:17][CH:16]=1.C1(N=C=NC2CCCCC2)CCCCC1>N1C=CC=CC=1>[NH:7]1[C:8]2[C:13](=[CH:12][CH:11]=[CH:10][CH:9]=2)[C:5]([CH2:4][CH2:3][NH:2][C:14](=[O:21])[C:15]2[CH:20]=[CH:19][CH:18]=[N:17][CH:16]=2)=[CH:6]1 |f:0.1|. Procedure details: To a solution of 1.97 g (10 mmol) of tryptamine hydrochloride and 1.23 g (10 mmol) of nicotinic acid in 10 ml of dry pyridine at 0° C. were added 2.20 g (10.7 mmol) of dicyclohexylcarbodiimide. The reaction mixture was stirred at room temperature for 24 hrs, and the formed dicyclohexylurea was removed by filtration (2.34 g). The pyridine was removed in vacuo, and 10 ml of methanol were added to the residue. Insoluble dicyclohexylurea in methanol was removed by filtration (0.05 g). The methanol w... Procedure: A solution of NaOCl (230 mmol) and NaH2PO4 (176 mmol) in water (195 mL) is added dropwise to a solution of 6-chloro-imidazo[2,1-b]thiazole-5-carbaldehyde (26.8 mmol) in tert.-butanol (195 mL) and the mixture is stirred for 8 h at RT. The solvents are partially removed in vacuo and the obtained precipitate is filtered off. The filtrate is made acidic and the obtained precipitate is filtered off to give the desired product as a white solid. LC-MS: tR=0.67 min; [M+H]+=202.9. The reactants are [O-]Cl.[Na+] (NaOCl), NaH2PO4, ClC=1N=C2SC=CN2C1C=O (6-chloro-imidazo[2,1-b]thiazole-5-carbaldehyde). As a reaction SMILES: [O-:1]Cl.[Na+].[Cl:4][C:5]1[N:6]=[C:7]2[N:11]([C:12]=1[CH:13]=[O:14])[CH:10]=[CH:9][S:8]2>O.C(O)(C)(C)C>[Cl:4][C:5]1[N:6]=[C:7]2[N:11]([C:12]=1[C:13]([OH:1])=[O:14])[CH:10]=[CH:9][S:8]2 |f:0.1|. Run in O (water), C(C)(C)(C)O (tert.-butanol). Reaction conditions: time 8 hour. Product: ClC=1N=C2SC=CN2C1C(=O)O (6-chloro-imidazo[2,1-b]thiazole-5-carboxylic acid). The reactants are OC1=C(C2=C(CCC(O2)C(=O)OC)C=C1)CCC (Methyl 3,4-dihydro-7-hydroxy-8-propyl-2H- l-benzopyran-2-carboxylate), BrCCCCl (1-bromo-3-chloropropane), C([O-])([O-])=O.[K+].[K+] (potassium carbonate), C(C)C(=O)C (methyl ethyl ketone). Run in C(C)(=O)OCC (ethyl acetate). Conditions: time 8 hour. Product: ClCCCOC1=C(C2=C(CCC(O2)C(=O)OC)C=C1)CCC (Methyl 7-(3-chloropropoxy)-3,4-dihydro-8-propyl-2H-1-benzopyran-2-carboxylate). RXN SMILES: [OH:1][C:2]1[CH:15]=[CH:14][C:5]2[CH2:6][CH2:7][CH:8]([C:10]([O:12][CH3:13])=[O:11])[O:9][C:4]=2[C:3]=1[CH2:16][CH2:17][CH3:18].Br[CH2:20][CH2:21][CH2:22][Cl:23].C(=O)([O-])[O-].[K+].[K+].C(C(C)=O)C>C(OCC)(=O)C>[Cl:23][CH2:22][CH2:21][CH2:20][O:1][C:2]1[CH:15]=[CH:14][C:5]2[CH2:6][CH2:7][CH:8]([C:10]([O:12][CH3:13])=[O:11])[O:9][C:4]=2[C:3]=1[CH2:16][CH2:17][CH3:18] |f:2.3.4|. Procedure: Methyl 3,4-dihydro-7-hydroxy-8-propyl-2H- l-benzopyran-2-carboxylate (10 g, 40 mmol), 1-bromo-3-chloropropane (75 g, 48 mmol), and potassium carbonate (828g, 60 mmol) were added to 100 ml of methyl ethyl ketone, and the reaction mixture was heated to reflux and stirred overnight. The reaction mixture was diluted with ethyl acetate and washed with water. The organic layer was dried over magnesium sulfate, concentrated, and the crude product was chromatographed on silica gel using 20% ethyl acetat... Reactants: N1C(=NC2=C1C=CC=C2)NC2CCN(CC2)C(=O)OCC ((1H-benzimidazol-2-yl)(1-ethoxycarbonyl-piperidin-4-yl)amine), O (water), C([O-])([O-])=O.[Na+].[Na+] (sodium carbonate), ClCC1=CC=C(O1)C(=O)OCC (ethyl 5-chloromethyl-2-furoate). Solvent: CN(C=O)C (dimethylformamide), CC(=O)C.ClCCl (acetone dichloromethane). Reaction conditions: temperature 70 celsius, time 18 hour. Product: C(C)OC(=O)C1=CC=C(O1)CN1C(=NC2=C1C=CC=C2)NC2CCN(CC2)C(=O)OCC ((1-(5-(ethoxycarbonyl)fur-2-ylmethyl)-1H-benzimidazol-2-yl)(1-ethoxycarbonylpiperidin-4-yl)amine). RXN SMILES: [NH:1]1[C:5]2[CH:6]=[CH:7][CH:8]=[CH:9][C:4]=2[N:3]=[C:2]1[NH:10][CH:11]1[CH2:16][CH2:15][N:14]([C:17]([O:19][CH2:20][CH3:21])=[O:18])[CH2:13][CH2:12]1.C(=O)([O-])[O-].[Na+].[Na+].Cl[CH2:29][C:30]1[O:34][C:33]([C:35]([O:37][CH2:38][CH3:39])=[O:36])=[CH:32][CH:31]=1.O>CN(C)C=O.CC(C)=O.ClCCl>[CH2:38]([O:37][C:35]([C:33]1[O:34][C:30]([CH2:29][N:1]2[C:5]3[CH:6]=[CH:7][CH:8]=[CH:9][C:4]=3[N:3]=[C:2]2[NH:10][CH:11]2[CH2:16][CH2:15][N:14]([C:17]([O:19][CH2:20][CH3:21])=[O:18])[CH2:13][CH2:12]2)=[CH:31][CH:32]=1)=[O:36])[CH3:39] |f:1.2.3,7.8|. Procedure: Combine (1H-benzimidazol-2-yl)(1-ethoxycarbonyl-piperidin-4-yl)amine (10.94 g, 37.9 mmol), sodium carbonate (6.03 g, 57 mmol), and ethyl 5-chloromethyl-2-furoate (12.88 g, 68.3 mmol) in dimethylformamide (115 mL). Heat at about 70° C. After 18 hours, cool the reaction mixture and pour into water. Extract four times with 2/1 ethyl acetate/toluene. Combine the organic layers and extract with brine. Dry the combined organic layers over Na2SO4, filter, and concentrate in vacuo to obtain a residue. C... Starting materials: [Al+3], C1CCOC1, COc1ccc(C2(C#N)CCOCC2)cc1, [H-], [H-], [H-], [H-], [Li+], [Na+], [OH-]. Yields the product COc1ccc(C2(CN)CCOCC2)cc1. RXN SMILES: [Al+3:2].[CH2:25]1[O:26][CH2:27][CH2:28][CH2:29]1.[CH3:7][O:8][c:9]1[cH:10][cH:11][c:12]([C:15]2([C:21]#[N:22])[CH2:16][CH2:17][O:18][CH2:19][CH2:20]2)[cH:13][cH:14]1.[H-:1].[H-:4].[H-:5].[H-:6].[Li+:3].[Na+:24].[OH-:23]>>[CH3:7][O:8][c:9]1[cH:10][cH:11][c:12]([C:15]2([CH2:21][NH2:22])[CH2:16][CH2:17][O:18][CH2:19][CH2:20]2)[cH:13][cH:14]1. The reactants are O=C(O)c1ccc([N+](=O)[O-])cc1, CCOC(=O)N=NC(=O)OCC, C1CCOC1, CC(C)(C)OC(=O)N1CC(O)CC1C(=O)Nc1ccc(N2CCOCC2=O)cc1, c1ccc(P(c2ccccc2)c2ccccc2)cc1. As a reaction SMILES: [N+:42](=[O:43])([O-:44])[c:45]1[cH:46][cH:47][c:48]([C:49](=[O:50])[OH:51])[cH:52][cH:53]1.[O:1]=[C:2]([O:3][CH2:4][CH3:5])[N:6]=[N:7][C:8]([O:9][CH2:10][CH3:11])=[O:12].[O:73]1[CH2:74][CH2:75][CH2:76][CH2:77]1.[OH:13][CH:14]1[CH2:15][CH:16]([C:26]([NH:27][c:28]2[cH:29][cH:30][c:31]([N:34]3[C:35](=[O:40])[CH2:36][O:37][CH2:38][CH2:39]3)[cH:32][cH:33]2)=[O:41])[N:17]([C:19](=[O:20])[O:21][C:22]([CH3:23])([CH3:24])[CH3:25])[CH2:18]1.[c:54]1([P:55]([c:56]2[cH:57][cH:58][cH:59][cH:60][cH:61]2)[c:62]2[cH:63][cH:64][cH:65][cH:66][cH:67]2)[cH:68][cH:69][cH:70][cH:71][cH:72]1>>[O:13]([CH:14]1[CH2:15][CH:16]([C:26]([NH:27][c:28]2[cH:29][cH:30][c:31]([N:34]3[C:35](=[O:40])[CH2:36][O:37][CH2:38][CH2:39]3)[cH:32][cH:33]2)=[O:41])[N:17]([C:19](=[O:20])[O:21][C:22]([CH3:23])([CH3:24])[CH3:25])[CH2:18]1)[C:49]([c:48]1[cH:47][cH:46][c:45]([N+:42](=[O:43])[O-:44])[cH:53][cH:52]1)=[O:50]. The product is CC(C)(C)OC(=O)N1CC(OC(=O)c2ccc([N+](=O)[O-])cc2)CC1C(=O)Nc1ccc(N2CCOCC2=O)cc1.